This data is from the Open Reaction Database (ORD), a public repository of structured organic reaction records. The task is: describe an organic reaction: reactants, conditions, products, and yield The reactants are NC1=C(C(=NC(=C1)CC)CC)C=O (4-amino-2,6-diethylpyridine-3-carbaldehyde), N1CCCCC1 (piperidine), CC(C(=O)OCC)C(=O)OCC (diethyl methylmalonate). Reaction conditions: temperature 120 celsius. Yields the product C(C)C1=C2C=C(C(NC2=CC(=N1)CC)=O)C (5,7-diethyl-3-methyl-1,6-naphthyridin-2(1H)-one). Reaction SMILES: [NH2:1][C:2]1[CH:7]=[C:6]([CH2:8][CH3:9])[N:5]=[C:4]([CH2:10][CH3:11])[C:3]=1[CH:12]=O.N1CCCCC1.[CH3:20][CH:21](C(OCC)=O)[C:22](OCC)=[O:23]>>[CH2:10]([C:4]1[N:5]=[C:6]([CH2:8][CH3:9])[CH:7]=[C:2]2[C:3]=1[CH:12]=[C:21]([CH3:20])[C:22](=[O:23])[NH:1]2)[CH3:11]. Procedure details: A mixture of 4-amino-2,6-diethylpyridine-3-carbaldehyde (2.0 g), piperidine (0.5 ml) and diethyl methylmalonate (3.0 ml) was heated together at 120° C. for 24 hours. The mixture was then purified by flash chromatography, eluting with ether, to give 5,7-diethyl-3-methyl-1,6-naphthyridin-2(1H)-one as a solid (0.265 g); m.p. 163°-166° C. dec. (after recrystallisation from acetone); NMR (d6 -DMSO): 1.22(t, 3H), 1.24(t, 3H), 2.11(s, 3H), 2.71(q, 2H), 2.99(q, 2H), 6.88(s, 1H), 7.96(s, 1H), 11.84(broad...